This data is from the Open Reaction Database (ORD), a public repository of structured organic reaction records. The task is: describe an organic reaction: reactants, conditions, products, and yield Reactants: [BH4-].[Na+] (Sodium borohydride), ClC=1C=C(C=CC1Cl)C1(CCC1)C(CSCCCN(C)C)=O (1-[1-(3,4-dichlorophenyl)cyclobutyl]-2-[3-(dimethylamino)-propylthio]ethanone), hydrochloride salt, C(C)O (ethanol), C(C)O (ethanol). The solvent is CO (methanol), O (water). Conditions: time 7 day. Yields the product ClC=1C=C(C=CC1Cl)C1(CCC1)C(CSCCCN(C)C)O ((+)-1-[1-(3 4-dichlorophenyl)cyclobutyl]-2-[3-(dimethylamino) propylthio]ethanol). Reaction SMILES: [BH4-].[Na+].[Cl:3][C:4]1[CH:5]=[C:6]([C:11]2([C:15](=[O:24])[CH2:16][S:17][CH2:18][CH2:19][CH2:20][N:21]([CH3:23])[CH3:22])[CH2:14][CH2:13][CH2:12]2)[CH:7]=[CH:8][C:9]=1[Cl:10].C(O)C>CO.O>[Cl:3][C:4]1[CH:5]=[C:6]([C:11]2([CH:15]([OH:24])[CH2:16][S:17][CH2:18][CH2:19][CH2:20][N:21]([CH3:23])[CH3:22])[CH2:14][CH2:13][CH2:12]2)[CH:7]=[CH:8][C:9]=1[Cl:10] |f:0.1|. Procedure: Sodium borohydride (3.2 g) was added in portions at 0° C. under nitrogen to a stirred solution of 1-[1-(3,4-dichlorophenyl)cyclobutyl]-2-[3-(dimethylamino)-propylthio]ethanone (16 g, prepared by basification of the hydrochloride salt obtained in a similar manner to that described in Example 7) in methanol (200 ml) then the mixture was stirred at ambient temperature for 7 days and diluted with water (350 ml). The product was extracted into dichloromethane (4×100 ml) and the extracts washed with w... Starting materials: COC(=O)c1cc(Br)c(=O)n(C)c1, COCCOC, OB(O)c1c(F)cccc1F, O=C(C=Cc1ccccc1)C=Cc1ccccc1, O=C(C=Cc1ccccc1)C=Cc1ccccc1, O=C(C=Cc1ccccc1)C=Cc1ccccc1, [Pd], [Pd]. Product: COC(=O)c1cc(-c2c(F)cccc2F)c(=O)n(C)c1. Reaction SMILES: [Br:1][c:2]1[cH:3][c:4]([C:10](=[O:11])[O:12][CH3:13])[cH:5][n:6]([CH3:9])[c:7]1=[O:8].[CH3:25][O:26][CH2:27][CH2:28][O:29][CH3:30].[F:14][c:15]1[c:16]([B:22]([OH:23])[OH:24])[c:17]([F:21])[cH:18][cH:19][cH:20]1.[O:33]=[C:34]([CH:35]=[CH:36][c:37]1[cH:38][cH:39][cH:40][cH:41][cH:42]1)[CH:43]=[CH:44][c:45]1[cH:46][cH:47][cH:48][cH:49][cH:50]1.[O:51]=[C:52]([CH:53]=[CH:54][c:55]1[cH:56][cH:57][cH:58][cH:59][cH:60]1)[CH:61]=[CH:62][c:63]1[cH:64][cH:65][cH:66][cH:67][cH:68]1.[O:69]=[C:70]([CH:71]=[CH:72][c:73]1[cH:74][cH:75][cH:76][cH:77][cH:78]1)[CH:79]=[CH:80][c:81]1[cH:82][cH:83][cH:84][cH:85][cH:86]1.[Pd:31].[Pd:32]>>[c:2]1(-[c:16]2[c:15]([F:14])[cH:20][cH:19][cH:18][c:17]2[F:21])[cH:3][c:4]([C:10](=[O:11])[O:12][CH3:13])[cH:5][n:6]([CH3:9])[c:7]1=[O:8]. Reactants: BrC=1NC2=CC(=CC=C2C1C1CCCCC1)C(=O)OC (Methyl 2-bromo-3-cyclohexyl-1H-indole-6-carboxylate), COCOC1=C(C=CC(=C1)OS(=O)(=O)C1=CC=C(C=C1)C)B(O)O ((2-(methoxymethoxy)-4-{[(4-methylphenyl)-sulfonyl]oxy}phenyl)boronic acid), [Cl-] (chloride), aqueous solution, C(=O)([O-])[O-].[Na+].[Na+] (Na2CO3). Solvent: O1CCOCC1 (dioxane). Reaction conditions: temperature 100 celsius, time 8 hour. The product is C1(CCCCC1)C1=C(NC2=CC(=CC=C12)C(=O)OC)C1=C(C=C(C=C1)OS(=O)(=O)C1=CC=C(C=C1)C)OCOC (methyl 3-cyclohexyl-2-(2-(methoxymethoxy)-4-{[(4-methylphenyl)sulfonyl]oxy}phenyl)-1H-indole-6-carboxylate). The yield is 58.0%. Reaction SMILES: Br[C:2]1[NH:3][C:4]2[C:9]([C:10]=1[CH:11]1[CH2:16][CH2:15][CH2:14][CH2:13][CH2:12]1)=[CH:8][CH:7]=[C:6]([C:17]([O:19][CH3:20])=[O:18])[CH:5]=2.[CH3:21][O:22][CH2:23][O:24][C:25]1[CH:30]=[C:29]([O:31][S:32]([C:35]2[CH:40]=[CH:39][C:38]([CH3:41])=[CH:37][CH:36]=2)(=[O:34])=[O:33])[CH:28]=[CH:27][C:26]=1B(O)O.[Cl-].C([O-])([O-])=O.[Na+].[Na+]>O1CCOCC1>[CH:11]1([C:10]2[C:9]3[C:4](=[CH:5][C:6]([C:17]([O:19][CH3:20])=[O:18])=[CH:7][CH:8]=3)[NH:3][C:2]=2[C:26]2[CH:27]=[CH:28][C:29]([O:31][S:32]([C:35]3[CH:40]=[CH:39][C:38]([CH3:41])=[CH:37][CH:36]=3)(=[O:34])=[O:33])=[CH:30][C:25]=2[O:24][CH2:23][O:22][CH3:21])[CH2:16][CH2:15][CH2:14][CH2:13][CH2:12]1 |f:3.4.5|. Procedure details: Methyl 2-bromo-3-cyclohexyl-1H-indole-6-carboxylate (prepared as in International patent application WO 2004/087714), (2-(methoxymethoxy)-4-{[(4-methylphenyl)-sulfonyl]oxy}phenyl)boronic acid (1 eq) and bis(triphenylphosphinepalladium(II) chloride (0.1 eq) were dissolved in dioxane (0.08M). The solution was degassed and flushed with argon. A 2M aqueous solution of Na2CO3 (1 eq) was added and the mixture was heated to 100° C. After 3 h the temperature was raised to 110° C. Heating was continued o... Reactants: [N+](=O)([O-])C=1C(=CC2=C(OCO2)C1)C1=NC2=C(N1CC(=O)OCC)C=CC=C2 (ethyl 2-(6-nitro-1,3-benzodioxol-5-yl)-1H-benzimidazole-1-acetate). Reagents/catalysts: [Pd] (palladium on carbon). Run in CCO (EtOH). Conditions: time 3.5 hour. Product: NC=1C(=CC2=C(OCO2)C1)C1=NC2=C(N1CC(=O)OCC)C=CC=C2 (ethyl 2-(6-amino-1,3-benzodioxol-5-yl)-1H-benzimidazole-1-acetate). Yield: 10.1%. RXN SMILES: [N+:1]([C:4]1[C:5]([C:13]2[N:17]([CH2:18][C:19]([O:21][CH2:22][CH3:23])=[O:20])[C:16]3[CH:24]=[CH:25][CH:26]=[CH:27][C:15]=3[N:14]=2)=[CH:6][C:7]2[O:11][CH2:10][O:9][C:8]=2[CH:12]=1)([O-])=O>[Pd].CCO>[NH2:1][C:4]1[C:5]([C:13]2[N:17]([CH2:18][C:19]([O:21][CH2:22][CH3:23])=[O:20])[C:16]3[CH:24]=[CH:25][CH:26]=[CH:27][C:15]=3[N:14]=2)=[CH:6][C:7]2[O:11][CH2:10][O:9][C:8]=2[CH:12]=1. Procedure details: A suspension of 1.0 g (2.71 mmol) of the ethyl 2-(6-nitro-1,3-benzodioxol-5-yl)-1H-benzimidazole-1-acetate from EXAMPLE 10 and 0.5 g of 10% palladium on carbon in 20 mL of absolute EtOH was agitated on a Parr apparatus under a hydrogen atmosphere at 32 psi for 3.5 h. The mixture was filtered through a pad of celite and concentrated to give the crude product mixture. Purification by silica gel chromatography gave 93 mg (9%) of ethyl 2-(6-amino-1,3-benzodioxol-5-yl)-1H-benzimidazole-1-acetate as a... Yield: 96.4%. Reaction conditions: temperature -70 celsius, time 1.5 hour. Yields the product C(C)(C)(C)OC(=O)N1[C@H](C[C@H](C1)N=[N+]=[N-])CO ((2R,4R)-4-Azido-2-hydroxymethyl-pyrrolidine-1-carboxylic acid tert-butyl ester). Solvent: CCOCC (ether). Procedure details: Add lithium borohydride (8.50 g, 351 mmol) to a solution of (2R,4R)-4-azido-pyrrolidine-1,2-dicarboxylic acid 1-tert-butyl ester 2-methyl ester (95 g, 351 mmol) in ether (1 L) at −30° C. under nitrogen. Allow the temperature to rise to 0° C. over 1.5 h and stir for an additional 2 h. Cool to −70° C. and add saturated aqueous sodium bicarbonate (1 L) dropwise. Allow to warm to room temperature, separate the layers and extract the aqueous layer with ether (1 L). Combine the ether layers, dry over ... Reaction SMILES: [BH4-].[Li+].C[O:4][C:5]([C@H:7]1[CH2:11][C@@H:10]([N:12]=[N+:13]=[N-:14])[CH2:9][N:8]1[C:15]([O:17][C:18]([CH3:21])([CH3:20])[CH3:19])=[O:16])=O.C(=O)(O)[O-].[Na+]>CCOCC>[C:18]([O:17][C:15]([N:8]1[CH2:9][C@H:10]([N:12]=[N+:13]=[N-:14])[CH2:11][C@@H:7]1[CH2:5][OH:4])=[O:16])([CH3:21])([CH3:20])[CH3:19] |f:0.1,3.4|. Reactants: [BH4-].[Li+] (lithium borohydride), COC(=O)[C@@H]1N(C[C@@H](C1)N=[N+]=[N-])C(=O)OC(C)(C)C ((2R,4R)-4-azido-pyrrolidine-1,2-dicarboxylic acid 1-tert-butyl ester 2-methyl ester), C([O-])(O)=O.[Na+] (sodium bicarbonate). Starting materials: [N+](=O)([O-])C=1C=C2C=C(NC2=CC1)CC1=CC=C(C=C1)OC(F)(F)F (5-Nitro-2-(4-(trifluoromethoxy)benzyl)-1H-indole), Cl.ClCCN(CC)CC (2-chloro-N,N-diethylethanamine hydrochloride), C([O-])([O-])=O.[K+].[K+] (potassium carbonate), CN(C=O)C (dimethylformamide). Run in O (H2O), C(C)(=O)OCC (ethyl acetate). Run at temperature 65 celsius. Yields the product C(C)N(CCN1C(=CC2=CC(=CC=C12)[N+](=O)[O-])CC1=CC=C(C=C1)OC(F)(F)F)CC (N,N-Diethyl-2-(5-nitro-2-(4-(trifluoromethoxy)benzyl)-1H-indol-1-yl)ethanamine). The yield is 79.2%. RXN SMILES: [N+:1]([C:4]1[CH:5]=[C:6]2[C:10](=[CH:11][CH:12]=1)[NH:9][C:8]([CH2:13][C:14]1[CH:19]=[CH:18][C:17]([O:20][C:21]([F:24])([F:23])[F:22])=[CH:16][CH:15]=1)=[CH:7]2)([O-:3])=[O:2].Cl.Cl[CH2:27][CH2:28][N:29]([CH2:32][CH3:33])[CH2:30][CH3:31].C(=O)([O-])[O-].[K+].[K+].CN(C)C=O>O.C(OCC)(=O)C>[CH2:28]([N:29]([CH2:32][CH3:33])[CH2:30][CH2:31][N:9]1[C:10]2[C:6](=[CH:5][C:4]([N+:1]([O-:3])=[O:2])=[CH:12][CH:11]=2)[CH:7]=[C:8]1[CH2:13][C:14]1[CH:15]=[CH:16][C:17]([O:20][C:21]([F:24])([F:22])[F:23])=[CH:18][CH:19]=1)[CH3:27] |f:1.2,3.4.5|. Procedure: Compound 8 (77 mg, 0.229 mmol), 2-chloro-N,N-diethylethanamine hydrochloride (43.3 mg, 0.252 mmol), potassium carbonate (95 mg, 0.687 mmol) and anhydrous dimethylformamide (5 mL) were charged to a small, argon purged flask fitted with a magnetic stirbar and resulting solution heated in an oil bath at 65° C. for 2 hours. After cooling to room temperature the mixture was diluted with H2O and ethyl acetate, transferred to a separatory funnel and the organic layer collected. The aqueous layer was fu... The reactants are BrC=1C=C(C=NC1)NC(C1=CC(=CC=C1)OC)=O (N-(5-Bromopyridin-3-yl)-3-methoxybenzamide), CC1(OB(OC1(C)C)B1OC(C(O1)(C)C)(C)C)C (4,4,4′,4′,5,5,5′,5′-octamethyl-2,2′-bi(1,3,2-dioxaborolane)), C(C)(=O)[O-].[K+] (potassium acetate). Reagents/catalysts: C1(=CC=CC=C1)P([C-]1C=CC=C1)C1=CC=CC=C1.[C-]1(C=CC=C1)P(C1=CC=CC=C1)C1=CC=CC=C1.[Fe+2] (1,1′-bis(diphenylphosphino)ferrocene). The solvent is O1CCOCC1 (dioxane), C(C)(=O)OCC (ethyl acetate). Run at temperature 90 celsius, time 8 hour. Product: COC=1C=C(C(=O)NC=2C=C(C=NC2)B(O)O)C=CC1 ((5-(3-Methoxybenzamido)pyridin-3-yl)boronic acid). The yield is 47.7%. RXN SMILES: Br[C:2]1[CH:3]=[C:4]([NH:8][C:9](=[O:18])[C:10]2[CH:15]=[CH:14][CH:13]=[C:12]([O:16][CH3:17])[CH:11]=2)[CH:5]=[N:6][CH:7]=1.CC1(C)C(C)(C)[O:23][B:22](B2OC(C)(C)C(C)(C)O2)[O:21]1.C([O-])(=O)C.[K+]>O1CCOCC1.C(OCC)(=O)C.C1(P(C2C=CC=CC=2)[C-]2C=CC=C2)C=CC=CC=1.[C-]1(P(C2C=CC=CC=2)C2C=CC=CC=2)C=CC=C1.[Fe+2]>[CH3:17][O:16][C:12]1[CH:11]=[C:10]([CH:15]=[CH:14][CH:13]=1)[C:9]([NH:8][C:4]1[CH:3]=[C:2]([B:22]([OH:23])[OH:21])[CH:7]=[N:6][CH:5]=1)=[O:18] |f:2.3,6.7.8|. Procedure: N-(5-Bromopyridin-3-yl)-3-methoxybenzamide (3.07 g, 7.71 mmol), 4,4,4′,4′,5,5,5′,5′-octamethyl-2,2′-bi(1,3,2-dioxaborolane) (5.88 g, 23.16 mmol), potassium acetate (3.79 g, 38.62 mmol), bis(diphenylphosphino)ferrocene-palladium(II)dichloride dichloromethane complex (950 mg, 1.16 mmol) and 1,1′-bis(diphenylphosphino)ferrocene (640 mg, 1.16 mmol) were suspended in dioxane (60 ml) and stirred at 90° C. overnight. The mixture was diluted with ethyl acetate and washed with water and brine, dried over... Reactants: NC=1N=CN(C1)C1=NC(=C2N=CN(C2=N1)[C@H]1[C@@H]([C@@H]([C@H](C1)NC(CO)=O)O)O)NCC(C1=CC=CC=C1)C1=CC=CC=C1 (N-{(1S,2R,3S,4R)-4-[2-(4-amino-imidazol-1-yl)-6-(2,2-diphenyl-ethylamino)-purin-9-yl]-2,3-dihydroxy-cyclopentyl}-2-hydroxy-acetamide), ClC1=NC(=C2N=CN(C2=N1)[C@H]1[C@@H]([C@@H]([C@H](C1)NC(=O)COC(C)=O)O)O)NCC(C1=CC=CC=C1)C1=CC=CC=C1 (acetic acid {(1S,2R,3S,4R)-4-[2-chloro-6-(2,2-diphenyl-ethylamino)-purin-9-yl]-2,3-dihydroxy-cyclopentylcarbamoyl}-methyl ester). Yields the product C(C)NC(=O)[C@H]1O[C@H]([C@@H]([C@@H]1O)O)N1C2=NC(=NC(=C2N=C1)NCC(C1=CC=CC=C1)C1=CC=CC=C1)N1C=NC(=C1)N ((2S,3S,4R,5R)-5-[2-(4-Amino-imidazol-1-yl)-6-(2,2-diphenyl-ethylamino)-purin-9-yl]-3,4-dihydroxy-tetrahydro-furan-2-carboxylic acid ethylamide). Reaction SMILES: [NH2:1][C:2]1[N:3]=[CH:4][N:5]([C:7]2[N:15]=[C:14]3[C:10]([N:11]=[CH:12][N:13]3[C@@H:16]3C[C@H](NC(=O)CO)[C@@H:18]([OH:26])[C@H:17]3[OH:27])=[C:9]([NH:28][CH2:29][CH:30]([C:37]3[CH:42]=[CH:41][CH:40]=[CH:39][CH:38]=3)C3C=CC=CC=3)[N:8]=2)[CH:6]=1.ClC1N=C2C(N=CN2[C@@H]2C[C@H:56]([NH:58][C:59]([CH2:61][O:62]C(=O)C)=[O:60])[C@@H:55](O)[C@H]2O)=C(NCC(C2C=CC=CC=2)C2C=CC=CC=2)N=1>>[CH2:56]([NH:58][C:59]([C@@H:61]1[C@@H:18]([OH:26])[C@@H:17]([OH:27])[C@H:16]([N:13]2[CH:12]=[N:11][C:10]3[C:14]2=[N:15][C:7]([N:5]2[CH:6]=[C:2]([NH2:1])[N:3]=[CH:4]2)=[N:8][C:9]=3[NH:28][CH2:29][CH:30]([C:37]2[CH:38]=[CH:39][CH:40]=[CH:41][CH:42]=2)[C:37]2[CH:42]=[CH:41][CH:40]=[CH:39][CH:38]=2)[O:62]1)=[O:60])[CH3:55]. Procedure details: The title compound is prepared analogously to N-{(1S,2R,3S,4R)-4-[2-(4-amino-imidazol-1-yl)-6-(2,2-diphenyl-ethylamino)-purin-9-yl]-2,3-dihydroxy-cyclopentyl}-2-hydroxy-acetamide (Intermediate ZU), by substituting (2S,3S,4R,5R)-5-[2-chloro-6-(2,2-diphenyl-ethylamino)-purin-9-yl]-3,4-dihydroxy-tetrahydro-furan-2-carboxylic acid ethylamide (Intermediate ZY) for acetic acid {(1S,2R,3S,4R)-4-[2-chloro-6-(2,2-diphenyl-ethylamino)-purin-9-yl]-2,3-dihydroxy-cyclopentylcarbamoyl}-methyl ester (Intermedi...